describe an organic reaction: reactants, conditions, products, and yield From a dataset of the Open Reaction Database (ORD), a public repository of structured organic reaction records. Starting materials: Cl.N1(N=NC=C1)C1CCNCC1 (4-(1,2,3-triazol-1-yl)piperidine hydrochloride), C1CCC2=NCCCN2CC1 (DBU), C1(CC1)N1C=C(C(C2=C(C(=C(C(=C12)F)F)F)C)=O)C(=O)O (1-cyclopropyl-5-methyl-6,7,8-trifluoro -1,4-dihydro-4-oxoquinoline-3-carboxylic acid). Run in C(C)#N (acetonitrile). The product is C1(CC1)N1C=C(C(C2=C(C(=C(C(=C12)F)N1CCC(CC1)N1N=NC=C1)F)C)=O)C(=O)O (1-Cyclopropyl-6,8-difluoro-5-methyl-7-[4-(1,2,3-triazol-1-yl)piperidin-1-yl]-1,4-dihydro-4-oxoquinoline-3-carboxylic acid). Yield: 47.9%. As a reaction SMILES: Cl.[N:2]1([CH:7]2[CH2:12][CH2:11][NH:10][CH2:9][CH2:8]2)[CH:6]=[CH:5][N:4]=[N:3]1.C1CCN2C(=NCCC2)CC1.[CH:24]1([N:27]2[C:36]3[C:31](=[C:32]([CH3:40])[C:33]([F:39])=[C:34](F)[C:35]=3[F:37])[C:30](=[O:41])[C:29]([C:42]([OH:44])=[O:43])=[CH:28]2)[CH2:26][CH2:25]1>C(#N)C>[CH:24]1([N:27]2[C:36]3[C:31](=[C:32]([CH3:40])[C:33]([F:39])=[C:34]([N:10]4[CH2:11][CH2:12][CH:7]([N:2]5[CH:6]=[CH:5][N:4]=[N:3]5)[CH2:8][CH2:9]4)[C:35]=3[F:37])[C:30](=[O:41])[C:29]([C:42]([OH:44])=[O:43])=[CH:28]2)[CH2:25][CH2:26]1 |f:0.1|. Procedure: 4-(1,2,3-triazol-1-yl)piperidine hydrochloride (126 mg, 0.66 mmol) and DBU (130 mg, 0.85 mmol) were added to a suspension of 1-cyclopropyl-5-methyl-6,7,8-trifluoro -1,4-dihydro-4-oxoquinoline-3-carboxylic acid (100 mg, 0.34 mmol) in acetonitrile (10 ml). The reaction mixture was refluxed for 24 hrs and then concentrated to dryness. The reaction was diluted with water. The separated solid was filtered and washed with water, acetonitrile and dried to give 70 mg of desired product. m.p. 261°-263° C...